Dataset: the Open Reaction Database (ORD), a public repository of structured organic reaction records. Task: describe an organic reaction: reactants, conditions, products, and yield Reactants: C1CCOC1, Cc1cc(NC(=O)NCCCl)c2ccccc2n1, [Na+], O=C([O-])O, Cc1ccc(C2(O)CCNCC2)cc1. Product: Cc1ccc(C2(O)CCN(CCNC(=O)Nc3cc(C)nc4ccccc34)CC2)cc1. As a reaction SMILES: [CH2:38]1[O:39][CH2:40][CH2:41][CH2:42]1.[Cl:15][CH2:16][CH2:17][NH:18][C:19](=[O:20])[NH:21][c:22]1[cH:23][c:24]([CH3:32])[n:25][c:26]2[cH:27][cH:28][cH:29][cH:30][c:31]12.[Na+:37].[O-:33][C:34]([OH:35])=[O:36].[c:1]1([CH3:14])[cH:2][cH:3][c:4]([C:7]2([OH:13])[CH2:8][CH2:9][NH:10][CH2:11][CH2:12]2)[cH:5][cH:6]1>>[c:1]1([CH3:14])[cH:2][cH:3][c:4]([C:7]2([OH:13])[CH2:8][CH2:9][N:10]([CH2:16][CH2:17][NH:18][C:19](=[O:20])[NH:21][c:22]3[cH:23][c:24]([CH3:32])[n:25][c:26]4[cH:27][cH:28][cH:29][cH:30][c:31]34)[CH2:11][CH2:12]2)[cH:5][cH:6]1. Reactants: O (water), Cl.ClC1=CN=C(C2=CC(=CC=C12)S(=O)(=O)N[C@H](C)C(=O)O)NC(=N)N (N-[(4-chloro-1-guanidino-7-isoquinolinyl)sulphonyl]-D-alanine hydrochloride), Cl.NC(=N)N (guanidine hydrochloride), 1-{[(1,4-Dichloro-7-isoquinolinyl)sulphonyl]amino}-D-alanine methyl ester. The solvent is CS(=O)C (DMSO). Reaction conditions: temperature 60 celsius. Product: COC([C@H](NS(=O)(=O)C1=CC=C2C(=CN=C(C2=C1)NC(=N)N)Cl)C)=O (N-[(4-chloro-1-guanidino-7-isoquinolinyl)sulphonyl]-D-alanine methyl ester). Yield: 4.9%. Reaction SMILES: Cl.[Cl:2][C:3]1[C:12]2[C:7](=[CH:8][C:9]([S:13]([NH:16][C@@H:17]([C:19]([OH:21])=[O:20])[CH3:18])(=[O:15])=[O:14])=[CH:10][CH:11]=2)[C:6]([NH:22][C:23]([NH2:25])=[NH:24])=[N:5][CH:4]=1.Cl.N[C:28](N)=N.O>CS(C)=O>[CH3:28][O:20][C:19](=[O:21])[C@@H:17]([CH3:18])[NH:16][S:13]([C:9]1[CH:8]=[C:7]2[C:12]([C:3]([Cl:2])=[CH:4][N:5]=[C:6]2[NH:22][C:23]([NH2:25])=[NH:24])=[CH:11][CH:10]=1)(=[O:14])=[O:15] |f:0.1,2.3|. Reported procedure: N-[(4-chloro-1-guanidino-7-isoquinolinyl)sulphonyl]-D-alanine hydrochloride ##STR33## NaH (35 mg, 80% dispersion by wt in mineral oil, 1.17 mmol) was added in one portion to a stirred solution of guanidine hydrochloride (179 mg, 1.87 mmol) in DMSO (5 mL) and the mixture was heated at 60° C. under N2 for 45 min. 1-{[(1,4-Dichloro-7-isoquinolinyl)sulphonyl]amino}-D-alanine methyl ester (170 mg, 0.47 mmol) was added and the mixture heated at 90° C. for 4 h. The cooled mixture was poured into water ... Starting materials: OC(C(CCCCCCCC(=O)OC)OC)CCCCCCCC (methyl 10-hydroxy-9-methoxyoctadecanoate). The solvent is [OH-].[Na+].CO (methanol sodium hydroxide). Yields the product OC(C(CCCCCCCC(=O)O)OC)CCCCCCCC (10-hydroxy-9-methoxyoctadecanoic acid). Reaction SMILES: [OH:1][CH:2]([CH2:17][CH2:18][CH2:19][CH2:20][CH2:21][CH2:22][CH2:23][CH3:24])[CH:3]([O:15][CH3:16])[CH2:4][CH2:5][CH2:6][CH2:7][CH2:8][CH2:9][CH2:10][C:11]([O:13]C)=[O:12]>[OH-].[Na+].CO>[OH:1][CH:2]([CH2:17][CH2:18][CH2:19][CH2:20][CH2:21][CH2:22][CH2:23][CH3:24])[CH:3]([O:15][CH3:16])[CH2:4][CH2:5][CH2:6][CH2:7][CH2:8][CH2:9][CH2:10][C:11]([OH:13])=[O:12] |f:1.2.3|. Procedure details: The methyl 10-hydroxy-9-methoxyoctadecanoate (3) (4.0 g; 0.012 mol) was dissolved in 1N methanol sodium hydroxide solution (100 mL) (Aldrich) and heated under reflux for 12 h. The methanol was removed from the reaction mixture and the crude product was dissolved in 100 mL water. The aqueous solution was neutralised with hydrochloric acid (Aldrich) and the product extracted with 3×50 mL dichloromethane (J. T. Baker). The dichloromethane solution was washed with 3×50 mL water and dried over anhydr... Yields the product N1(CCOCC1)CC=1C=C(C=CC1)C=1OC(C2=C(N1)SC1=C2CCCC1)=O (2-[3-(morpholin-4-ylmethyl)phenyl]-5,6,7,8-tetrahydro-4H-[1]benzothieno[2,3-d][1,3]oxazin-4-one). The reactants are N1(CCOCC1)CC=1C=C(C(=O)NC=2SC3=C(C2C(=O)O)CCCC3)C=CC1 (2-{[3-(morpholin-4-ylmethyl)benzoyl]amino}-4,5,6,7-tetrahydro-1-benzothiophene-3-carboxylic acid), S(=O)(Cl)Cl (thionyl chloride). Isolated yield 89.1%. The solvent is C1(=CC=CC=C1)C (toluene). Reaction SMILES: [N:1]1([CH2:7][C:8]2[CH:9]=[C:10]([CH:26]=[CH:27][CH:28]=2)[C:11]([NH:13][C:14]2[S:15][C:16]3[CH2:25][CH2:24][CH2:23][CH2:22][C:17]=3[C:18]=2[C:19]([OH:21])=[O:20])=O)[CH2:6][CH2:5][O:4][CH2:3][CH2:2]1.S(Cl)(Cl)=O>C1(C)C=CC=CC=1>[N:1]1([CH2:7][C:8]2[CH:9]=[C:10]([C:11]3[O:20][C:19](=[O:21])[C:18]4[C:17]5[CH2:22][CH2:23][CH2:24][CH2:25][C:16]=5[S:15][C:14]=4[N:13]=3)[CH:26]=[CH:27][CH:28]=2)[CH2:6][CH2:5][O:4][CH2:3][CH2:2]1. Conditions: temperature 60 celsius, time 1 hour. Reported procedure: A mixture of 22.2 g of 2-{[3-(morpholin-4-ylmethyl)benzoyl]amino}-4,5,6,7-tetrahydro-1-benzothiophene-3-carboxylic acid and 230 mL of toluene was heated at 60° C., and 20 mL of thionyl chloride was added thereto, followed by stirring for 1 hour at 60° C. The insoluble material was collected by filtration and washed with toluene. A saturated aqueous sodium hydrogen carbonate solution and ethyl acetate were added to the material collected by filtration, followed by extraction with ethyl acetate. T... Starting materials: BrC(Br)(Br)Br, CC(C)(C)OC(=O)c1ccc(-c2ccccc2)cc1NC(=O)c1cc(CCO)ccc1OCc1ccccc1, ClCCl, c1ccc(P(c2ccccc2)c2ccccc2)cc1. Yields the product CC(C)(C)OC(=O)c1ccc(-c2ccccc2)cc1NC(=O)c1cc(CCBr)ccc1OCc1ccccc1. RXN SMILES: [C:20]([Br:21])([Br:22])([Br:23])[Br:24].[CH2:25]([c:26]1[cH:27][cH:28][cH:29][cH:30][cH:31]1)[O:32][c:33]1[c:34]([C:35](=[O:36])[NH:37][c:38]2[c:39]([C:40](=[O:41])[O:42][C:43]([CH3:44])([CH3:45])[CH3:46])[cH:47][cH:48][c:49](-[c:51]3[cH:52][cH:53][cH:54][cH:55][cH:56]3)[cH:50]2)[cH:57][c:58]([CH2:61][CH2:62][OH:63])[cH:59][cH:60]1.[CH2:64]([Cl:65])[Cl:66].[c:1]1([P:2]([c:3]2[cH:4][cH:5][cH:6][cH:7][cH:8]2)[c:9]2[cH:10][cH:11][cH:12][cH:13][cH:14]2)[cH:15][cH:16][cH:17][cH:18][cH:19]1>>[CH2:20]([Br:24])[CH2:61][c:58]1[cH:57][c:34]([C:35](=[O:36])[NH:37][c:38]2[c:39]([C:40](=[O:41])[O:42][C:43]([CH3:44])([CH3:45])[CH3:46])[cH:47][cH:48][c:49](-[c:51]3[cH:52][cH:53][cH:54][cH:55][cH:56]3)[cH:50]2)[c:33]([O:32][CH2:25][c:26]2[cH:27][cH:28][cH:29][cH:30][cH:31]2)[cH:60][cH:59]1. As a reaction SMILES: [Br:36][c:37]1[n:38][cH:39][c:40]([C:41](=[O:42])[O:43][CH3:44])[cH:45][cH:46]1.[CH2:47]1[O:48][CH2:49][CH2:50][O:51][CH2:52]1.[OH:1][C:2]([CH2:3][C:4]1([c:28]2[cH:29][cH:30][cH:31][cH:32][cH:33]2)[CH2:5][CH2:6][N:7]([CH:11]([CH3:12])[c:13]2[cH:14][cH:15][c:16]([B:19]3[O:20][C:21]([CH3:22])([CH3:23])[C:24]([CH3:25])([CH3:26])[O:27]3)[cH:17][cH:18]2)[C:8](=[O:10])[O:9]1)([CH3:34])[CH3:35].[Pd:53]([Cl:54])[Cl:55].[c:56]1([P:57]([c:58]2[cH:59][cH:60][cH:61][cH:62][cH:63]2)[c:64]2[cH:65][cH:66][cH:67][cH:68][cH:69]2)[cH:70][cH:71][cH:72][cH:73][cH:74]1.[c:75]1([P:76]([c:77]2[cH:78][cH:79][cH:80][cH:81][cH:82]2)[c:83]2[cH:84][cH:85][cH:86][cH:87][cH:88]2)[cH:89][cH:90][cH:91][cH:92][cH:93]1>>[OH:1][C:2]([CH2:3][C:4]1([c:28]2[cH:29][cH:30][cH:31][cH:32][cH:33]2)[CH2:5][CH2:6][N:7]([CH:11]([CH3:12])[c:13]2[cH:14][cH:15][c:16](-[c:37]3[n:38][cH:39][c:40]([C:41](=[O:42])[O:43][CH3:44])[cH:45][cH:46]3)[cH:17][cH:18]2)[C:8](=[O:10])[O:9]1)([CH3:34])[CH3:35]. Reactants: COC(=O)c1ccc(Br)nc1, C1COCCO1, CC(c1ccc(B2OC(C)(C)C(C)(C)O2)cc1)N1CCC(CC(C)(C)O)(c2ccccc2)OC1=O, Cl[Pd]Cl, c1ccc(P(c2ccccc2)c2ccccc2)cc1, c1ccc(P(c2ccccc2)c2ccccc2)cc1. Product: COC(=O)c1ccc(-c2ccc(C(C)N3CCC(CC(C)(C)O)(c4ccccc4)OC3=O)cc2)nc1. Reactants: CCO, C=CCCCC=CCOC, [H][H], C1CCOC1. The product is CCCCCC=CCOC. RXN SMILES: [CH3:18][CH2:19][OH:20].[CH3:1][O:2][CH2:3][CH:4]=[CH:5][CH2:6][CH2:7][CH2:8][CH:9]=[CH2:10].[H:16][H:17].[O:11]1[CH2:12][CH2:13][CH2:14][CH2:15]1>>[CH3:1][O:2][CH2:3][CH:4]=[CH:5][CH2:6][CH2:7][CH2:8][CH2:9][CH3:10].